From a dataset of the Open Reaction Database (ORD), a public repository of structured organic reaction records. describe an organic reaction: reactants, conditions, products, and yield Reactants: C=CC(C)C(=O)N1C(=O)OCC1Cc1ccccc1, C=CC[Si](C)(C)C, ClCCl. Yields the product CC(C=CC[Si](C)(C)C)C(=O)N1C(=O)OCC1Cc1ccccc1. RXN SMILES: [CH2:1]([c:2]1[cH:3][cH:4][cH:5][cH:6][cH:7]1)[CH:8]1[N:9]([C:14]([CH:15]([CH:16]=[CH2:17])[CH3:18])=[O:19])[C:10](=[O:13])[O:11][CH2:12]1.[CH2:20]([CH:21]=[CH2:22])[Si:23]([CH3:24])([CH3:25])[CH3:26].[Cl:27][CH2:28][Cl:29]>>[CH2:1]([c:2]1[cH:3][cH:4][cH:5][cH:6][cH:7]1)[CH:8]1[N:9]([C:14]([CH:15]([CH:16]=[CH:17][CH2:20][Si:23]([CH3:24])([CH3:25])[CH3:26])[CH3:18])=[O:19])[C:10](=[O:13])[O:11][CH2:12]1. As a reaction SMILES: [Cl:1][C:2]1[CH:7]=[C:6]([Cl:8])[C:5]([NH:9][S:10]([CH3:13])(=[O:12])=[O:11])=[CH:4][C:3]=1[NH:14][NH2:15].[CH:16](=O)[CH3:17].[O-:19][C:20]#[N:21].[Na+]>C(O)(C)(C)C.O.O>[Cl:1][C:2]1[CH:7]=[C:6]([Cl:8])[C:5]([NH:9][S:10]([CH3:13])(=[O:11])=[O:12])=[CH:4][C:3]=1[N:14]1[C:20](=[O:19])[NH:21][C:16]([CH3:17])=[N:15]1 |f:2.3,4.5|. The product is ClC1=C(C=C(C(=C1)Cl)NS(=O)(=O)C)N1N=C(NC1=O)C (1-(2,4-dichloro-5-methylsulfonylaminophenyl)-4,5-dihydro-3-methyl-1,2,4-triazol-5(1H)-one). Starting materials: [O-]C#N.[Na+] (sodium cyanate), ClC1=C(C=C(C(=C1)Cl)NS(=O)(=O)C)NN (2,4-dichloro-5-(methylsulfonylamino)phenylhydrazine), 23.4, C(C)=O (acetaldehyde). Conditions: temperature 20 celsius, time 5 minute. Procedure: A stirring solution of 117.3 grams (0.500 mole) of (2,4-dichloro-5-(methylsulfonylamino)phenylhydrazine in 200 ml of tert-butanol/water (88/12) is cooled to 0° to 5° C., and a solution of 23.4 qrams (0.525 mole--12% excess) of acetaldehyde in 54 grams of tert-butanol/water (88/12) is added dropwise during a 20 minute period. Upon completion of addition, the reaction mixture is stirred for five minutes, and a slurry of 39.8 grams (91.5% pure--0.560 mole--12% molar excess) of sodium cyanate in 90 ... Run in O (water), O (water), C(C)(C)(C)O.O (tert-butanol water), C(C)(C)(C)O.O (tert-butanol water). The reactants are CC(=O)O, CO, Clc1nc2ccccc2c2c1Oc1ccccc1O2, [Zn]. Yields the product c1ccc2c(c1)Oc1cnc3ccccc3c1O2. Reaction SMILES: [CH3:20][C:21](=[O:22])[OH:23].[CH3:24][OH:25].[Cl:1][c:2]1[n:3][c:4]2[c:5]([c:6]3[c:15]1[O:14][c:13]1[c:8]([cH:9][cH:10][cH:11][cH:12]1)[O:7]3)[cH:16][cH:17][cH:18][cH:19]2.[Zn:26]>>[cH:2]1[n:3][c:4]2[c:5]([c:6]3[c:15]1[O:14][c:13]1[c:8]([cH:9][cH:10][cH:11][cH:12]1)[O:7]3)[cH:16][cH:17][cH:18][cH:19]2. Reactants: BrN1C(=O)N(C(=O)C1(C)C)Br (1,3-dibromo-5,5-dimethylhydantoin), BrC=1C(=C(C(=O)OC)C(=CC1)C)OC (methyl 3-bromo-2-methoxy-6-methylbenzoate), BrC=1C(=C(C(=O)OC)C(=CC1)C)OC (methyl 3-bromo-2-methoxy-6-methylbenzoate), CC(C)(C#N)N=NC(C)(C)C#N (AIBN), C(C1=CC=CC=C1)Br (benzyl bromide). The reagents and catalysts are [W] (tungsten). The solvent is ClCCCl (1,2-dichloroethane). Yields the product BrC=1C(=C(C(=O)OC)C(=CC1)CBr)OC (methyl 3-bromo-6-bromomethyl-2-methoxybenzoate). Yield: 68.9%. Reaction SMILES: [Br:1][C:2]1[C:3]([O:13][CH3:14])=[C:4]([C:9]([CH3:12])=[CH:10][CH:11]=1)[C:5]([O:7][CH3:8])=[O:6].CC(N=NC(C#N)(C)C)(C#N)C.[Br:27]N1C(C)(C)C(=O)N(Br)C1=O.C(Br)C1C=CC=CC=1>ClCCCl.[W]>[Br:1][C:2]1[C:3]([O:13][CH3:14])=[C:4]([C:9]([CH2:12][Br:27])=[CH:10][CH:11]=1)[C:5]([O:7][CH3:8])=[O:6]. Reported procedure: A solution of methyl 3-bromo-2-methoxy-6-methylbenzoate (Intermediate 91, 20 g) in 1,2-dichloroethane (400 ml) was stirred and illuminated with a 500 W tungsten filament lamp and treated with a catalytic amount of AIBN. Solid 1,3-dibromo-5,5-dimethylhydantoin (20 g) was gradually added over 3 hours until NMR analysis indicated complete conversion to the desired benzyl bromide. After cooling, the mixture was evaporated to dryness and the residue was triturated with cyclohexane and filtered. The f... The reactants are resultant mixture, N(=NC(=O)OCC)C(=O)OCC (diethyl azodicarboxylate), CN1C(N(C(C=C1N1CCN(CC1)CCO)=O)C)=O (1,3-dimethyl-6-[4-(2-hydroxyethyl)piperazin-1-yl]-2,4(1H,3H)-pyrimidinedione), [N+](=O)([O-])C1=CC=C(C=C1)O (4-nitrophenol), C1(=CC=CC=C1)P(C1=CC=CC=C1)C1=CC=CC=C1 (triphenylphosphine). Run in O1CCCC1 (tetrahydrofuran), O1CCCC1 (tetrahydrofuran). Product: CN1C(N(C(C=C1N1CCN(CC1)CCOC1=CC=C(C=C1)[N+](=O)[O-])=O)C)=O (1,3-dimethyl-6-[4-(2-[4-nitrophenoxy] ethyl)piperazin-1-yl]-2,4(1H,3H)-pyrimidinedione). Yield: 69.3%. Reaction SMILES: [CH3:1][N:2]1[C:7]([N:8]2[CH2:13][CH2:12][N:11]([CH2:14][CH2:15][OH:16])[CH2:10][CH2:9]2)=[CH:6][C:5](=[O:17])[N:4]([CH3:18])[C:3]1=[O:19].[N+:20]([C:23]1[CH:28]=[CH:27][C:26](O)=[CH:25][CH:24]=1)([O-:22])=[O:21].C1(P(C2C=CC=CC=2)C2C=CC=CC=2)C=CC=CC=1.N(C(OCC)=O)=NC(OCC)=O>O1CCCC1>[CH3:1][N:2]1[C:7]([N:8]2[CH2:13][CH2:12][N:11]([CH2:14][CH2:15][O:16][C:26]3[CH:27]=[CH:28][C:23]([N+:20]([O-:22])=[O:21])=[CH:24][CH:25]=3)[CH2:10][CH2:9]2)=[CH:6][C:5](=[O:17])[N:4]([CH3:18])[C:3]1=[O:19]. Procedure details: To 100 ml of anhydrous tetrahydrofuran were added 5.37 g of 1,3-dimethyl-6-[4-(2-hydroxyethyl)piperazin-1-yl]-2,4(1H,3H)-pyrimidinedione, 3.20 g of 4-nitrophenol and 6.03 g of triphenylphosphine, and the resultant mixture and 50 ml of an anhydrous tetrahydrofuran solution containing 3.9 g of diethyl azodicarboxylate were treated in the same manner as in Reference Example 4, thereby obtaining 5.40 g of crystalline 1,3-dimethyl-6-[4-(2-[4-nitrophenoxy] ethyl)piperazin-1-yl]-2,4(1H,3H)-pyrimidinedi... The reactants are C(C)(=O)N1C(CC2=CC(=CC=C12)N)=O (1-acetyl-5-amino-2-indolinone), C1(=CC=CC=C1)S(=O)(=O)Cl (benzenesulphonic acid chloride), O (water). Solvent: N1=CC=CC=C1 (pyridine). Conditions: time 2 hour. Product: C(C)(=O)N1C(CC2=CC(=CC=C12)NS(=O)(=O)C1=CC=CC=C1)=O (1-acetyl-5-phenylsulphonylamino-2-indolinone). As a reaction SMILES: [C:1]([N:4]1[C:12]2[C:7](=[CH:8][C:9]([NH2:13])=[CH:10][CH:11]=2)[CH2:6][C:5]1=[O:14])(=[O:3])[CH3:2].[C:15]1([S:21](Cl)(=[O:23])=[O:22])[CH:20]=[CH:19][CH:18]=[CH:17][CH:16]=1.O>N1C=CC=CC=1>[C:1]([N:4]1[C:12]2[C:7](=[CH:8][C:9]([NH:13][S:21]([C:15]3[CH:20]=[CH:19][CH:18]=[CH:17][CH:16]=3)(=[O:23])=[O:22])=[CH:10][CH:11]=2)[CH2:6][C:5]1=[O:14])(=[O:3])[CH3:2]. Reported procedure: 20.0 g (105 mmol) of 1-acetyl-5-amino-2-indolinone are placed in 200 ml of pyridine, combined with 15.3 ml (120 mmol) of benzenesulphonic acid chloride while cooling with ice and stirred for 2 hours. Then the mixture is poured onto 1.8 l of water and suction filtered. The crude product is stirred into acetone, suction filtered and dried. The reactants are [F-].[K+] (KF), BrC=1C=CC(=C(C1)C)I (5-bromo-2-iodo-1-methylbenzene), C[Si](C=C)(C)C (trimethyl(vinyl)silane). Reagents/catalysts: [N+](CCCC)(CCCC)(CCCC)CCCC.[Cl-] (n-Bu4NCl), C=1C=CC(=CC1)/C=C/C(=O)/C=C/C2=CC=CC=C2.C=1C=CC(=CC1)/C=C/C(=O)/C=C/C2=CC=CC=C2.[Pd] (Pd(dba)2). Run in C1(=CC=CC=C1)C (toluene). The product is BrC1=CC(=C(C=C1)C=C)C (4-bromo-2-methyl-1-vinylbenzene). Yield: 76.1%. As a reaction SMILES: [F-].[K+].[Br:3][C:4]1[CH:5]=[CH:6][C:7](I)=[C:8]([CH3:10])[CH:9]=1.C[Si](C)(C)[CH:14]=[CH2:15]>[N+](CCCC)(CCCC)(CCCC)CCCC.[Cl-].C1C=CC(/C=C/C(/C=C/C2C=CC=CC=2)=O)=CC=1.C1C=CC(/C=C/C(/C=C/C2C=CC=CC=2)=O)=CC=1.[Pd].C1(C)C=CC=CC=1>[Br:3][C:4]1[CH:5]=[CH:6][C:7]([CH:14]=[CH2:15])=[C:8]([CH3:10])[CH:9]=1 |f:0.1,4.5,6.7.8|. Reported procedure: KF (870 mg, 15 mmol), n-Bu4NCl (2.77 g, 10 mmol), Pd(dba)2 (145 mg, 0.25 mmol), molecular sieves (4 Ang, 200 mg, activated balls), 5-bromo-2-iodo-1-methylbenzene (1.49 g, 5 mmol), trimethyl(vinyl)silane (2.7 mL, 20 mmol), and toluene (10 mL) were added to a pressure vessel and sparged with Ar. The vial was sealed and microwaved at 170° C. for 30 min. The mixture was cooled to ambient temperature, diluted with hexanes, filtered and concentrated. The crude oil was purified by flash chromatography ...